From a dataset of the Open Reaction Database (ORD), a public repository of structured organic reaction records. describe an organic reaction: reactants, conditions, products, and yield Starting materials: [Al+3], CC(=O)Nc1ccccc1, [Cl-], [Cl-], [Cl-], O=C(Cl)CCl, ClCCCl. Yields the product CC(=O)Nc1ccc(CCCl)cc1. As a reaction SMILES: [Al+3:17].[C:6]([CH3:7])(=[O:8])[NH:9][c:10]1[cH:11][cH:12][cH:13][cH:14][cH:15]1.[Cl-:16].[Cl-:18].[Cl-:19].[Cl:1][CH2:2][C:3]([Cl:4])=[O:5].[Cl:20][CH2:21][CH2:22][Cl:23]>>[Cl:1][CH2:2][CH2:3][c:13]1[cH:12][cH:11][c:10]([NH:9][C:6]([CH3:7])=[O:8])[cH:15][cH:14]1. Starting materials: [H-].[Na+] (NaH), OC1=NC=CC=C1 (2-hydroxypyridine), FC1=CC=C(CBr)C=C1 (p-fluorobenzyl bromide). Procedure details: NaH (0.61 g, 25 mmol) was added to a solution of 2-hydroxypyridine (2 g, 21 mmol) in DMF (20 mL) at 0 C. After stirring for 15 min, p-fluorobenzyl bromide (4.4 g, 2.9 mmol, 23 mmol) was added and the reaction mixture allowed to warm gradually to RT. The reaction mixture was quenched by addition of ice then poured into ether and extracted several times with ice water. The organic phase was then dried over Na2SO4, concentrated and the resulting yellow oil purified by normal phase Gilson chromatogr... Reaction conditions: time 15 minute. Run in CN(C)C=O (DMF). As a reaction SMILES: [H-].[Na+].[OH:3][C:4]1[CH:9]=[CH:8][CH:7]=[CH:6][N:5]=1.[F:10][C:11]1[CH:18]=[CH:17][C:14]([CH2:15]Br)=[CH:13][CH:12]=1>CN(C=O)C>[F:10][C:11]1[CH:18]=[CH:17][C:14]([CH2:15][N:5]2[CH:6]=[CH:7][CH:8]=[CH:9][C:4]2=[O:3])=[CH:13][CH:12]=1 |f:0.1|. The product is FC1=CC=C(CN2C(C=CC=C2)=O)C=C1 (1-(4-Fluorobenzyl)pyridin-2(1H)-one). Reactants: C1(CCCCC1)N=C=NC1CCCCC1 (dicyclohexylcarbodiimide), ClC1=CC=C(N=N1)NN ((6-chloro-pyridazin-3-yl)-hydrazine), Cl.FC1(CC=2C=CC=NC2C=C1)CC(=O)O (6-fluoro-quinolin-6-yl-acetic acid hydrochloride), N1=CC=CC=C1 (pyridine). The product is ClC=1C=CC=2N(N1)C(=NN2)C(C=2C=C1C=CC=NC1=CC2)F (6-[(6-Chloro-[1,2,4]triazolo[4,3-b]pyridazin-3-yl)-fluoro-methyl]-quinoline). Procedure details: To a suspension of (6-chloro-pyridazin-3-yl)-hydrazine (233 mg, 1.6 mmol) and 6-fluoro-quinolin-6-yl-acetic acid hydrochloride (3.90 mg, 1.6 mmol) in dichloromethane (22 mL) and pyridine (1.6 mmol, 126 mg) at ambient temperature was added dicyclohexylcarbodiimide (333 mg, 1.6 mmol). After stirring at room temperature for 18 hours the formed precipitate was filtered off, washed with dichloromethane and dried in vacuo and then taken up in acetic acid (15 mL) and heated for 6 hours at 55° C. After ... The solvent is ClCCl (dichloromethane). Yield: 27.5%. Reaction conditions: time 18 hour. Reaction SMILES: [Cl:1][C:2]1[N:7]=[N:6][C:5]([NH:8][NH2:9])=[CH:4][CH:3]=1.Cl.[F:11][C:12]1(CC(O)=O)C=CC2N=CC=CC=2[CH2:13]1.N1C=CC=[CH:28][CH:27]=1.C1(N=[C:39]=[N:40][CH:41]2[CH2:46][CH2:45][CH2:44][CH2:43][CH2:42]2)CCCCC1>ClCCl>[Cl:1][C:2]1[CH:3]=[CH:4][C:5]2[N:6]([C:13]([CH:12]([F:11])[C:44]3[CH:45]=[C:46]4[C:41](=[CH:42][CH:43]=3)[N:40]=[CH:39][CH:28]=[CH:27]4)=[N:9][N:8]=2)[N:7]=1 |f:1.2|. Reactants: solution, Cl (hydrogen chloride), C(\C=C/C(=O)OC)(=O)OC (dimethyl maleate), C(C)OC1=C(N=C(O1)C=C)C (5-ethoxy-4-methyl-2-vinyloxazole), hydrochloride salt, C([O-])(O)=O.[Na+] (sodium bicarbonate). The solvent is CO (methanol), CCOCC (ether), O (water). Product: CC1=NC(=C(C(=C1O)C(=O)OC)C(=O)OC)C=C (dimethyl 2-methyl-3-hydroxy-6-vinylpyridine 4,5-dicarboxylate). Reaction SMILES: [C:1]([O:9][CH3:10])(=[O:8])/[CH:2]=[CH:3]\[C:4]([O:6][CH3:7])=[O:5].C([O:13][C:14]1O[C:17]([CH:19]=[CH2:20])=[N:16][C:15]=1[CH3:21])C.Cl.C(=O)(O)[O-].[Na+]>CO.O.CCOCC>[CH3:21][C:15]1[C:14]([OH:13])=[C:3]([C:4]([O:6][CH3:7])=[O:5])[C:2]([C:1]([O:9][CH3:10])=[O:8])=[C:17]([CH:19]=[CH2:20])[N:16]=1 |f:3.4|. Reported procedure: A mixture of0.2 mole of dimethyl maleate and 0.1 mole of 5-ethoxy-4-methyl-2-vinyloxazole are heated at 110°-115° C. for 4 hours. The reaction mixture is cooled and 20 ml. of a 25% solution of hydrogen chloride (dry) in absolute methanol added. Addition of ether to the cooled reaction mixture precipitates the hydrochloride salt of the product. The free base is obtained by dissolving the hydrochloride salt in a minimum volume of water, adding solid sodium bicarbonate to pH 6.5 to 7.0 and extracti... Starting materials: C1CCOC1 (THF), CC/C(=C(/CC)\C=1C=CC(=CC1)O)/C=2C=CC(=CC2)O (DES), C(C)O (ethanol), C(\C=C/C(=O)OCC)(=O)OCC (diethyl maleate). The solvent is O (water), C(CCC)O (n-butanol). The product is C(\C=C/C(=O)OCC)(=O)OCC (diethyl maleate), C(\C=C\C(=O)[O-])(=O)[O-] (fumarate), C(CCC(=O)[O-])(=O)[O-] (succinate). RXN SMILES: [C:1]([O:10][CH2:11][CH3:12])(=[O:9])/[CH:2]=[CH:3]\[C:4]([O:6][CH2:7][CH3:8])=[O:5].C1COCC1.CC/C(/C1C=CC(O)=CC=1)=C(\C1C=CC(O)=CC=1)/CC.C(O)C>O.C(O)CCC>[C:4]([O:6][CH2:7][CH3:8])(=[O:5])/[CH:3]=[CH:2]\[C:1]([O:10][CH2:11][CH3:12])=[O:9].[C:1]([O-:10])(=[O:9])/[CH:2]=[CH:3]/[C:4]([O-:6])=[O:5].[C:1]([O-:10])(=[O:9])[CH2:2][CH2:3][C:4]([O-:6])=[O:5]. Procedure: EP-A 255,400 describes a method of producing pure GBL whereby the problem of the azeotrope formed by GBL and DES is avoided by adding diethyl maleate. The mixture of BD, THF, GBL, DES, ethanol, n-butanol and water produced by catalytic hydrogenation of diethyl maleate, fumarate or succinate is distilled in a first column such that ethanol, water, THF and n-butanol are removed at the top, whilst all other components remain at the bottom of the column. The bottoms from the first column are then di... Reactants: [F-].C(CCC)[N+](CCCC)(CCCC)CCCC (tetrabutylammonium fluoride), O1CCCC1 (tetrahydrofuran), C(C1=CC=CC=C1)ONC(=O)[C@@H]1N(CCN(C1)S(=O)(=O)N(C)C)S(=O)(=O)N1CCC(CC1)C1=CN(C2=CC=C(C=C12)C#N)S(=O)(=O)CC[Si](C)(C)C (N-benzyloxy-1-{4-[5-cyano-1-(2-trimethylsilylethanesulfonyl)-indole-3-yl]piperidine-1-sulfonyl}4-(N,N-dimethylaminosulfonyl)piperazine-2-(R)-carboxamide). Solvent: Cl (HCl). Product: C(C1=CC=CC=C1)ONC(=O)[C@@H]1N(CCN(C1)S(=O)(=O)N(C)C)S(=O)(=O)N1CCC(CC1)C1=CNC2=CC=C(C=C12)C#N (N-benzyloxy-1-[4-(5-cyanoindol-3-yl)piperidine-1-sulfonyl]-4-(N,N-dimethylamino-sulfonyl)piperazine-2-(R)-carboxamide). Yield: 99.0%. Reaction SMILES: [F-].C([N+](CCCC)(CCCC)CCCC)CCC.O1CCCC1.[CH2:24]([O:31][NH:32][C:33]([C@H:35]1[CH2:40][N:39]([S:41]([N:44]([CH3:46])[CH3:45])(=[O:43])=[O:42])[CH2:38][CH2:37][N:36]1[S:47]([N:50]1[CH2:55][CH2:54][CH:53]([C:56]2[C:64]3[C:59](=[CH:60][CH:61]=[C:62]([C:65]#[N:66])[CH:63]=3)[N:58](S(CC[Si](C)(C)C)(=O)=O)[CH:57]=2)[CH2:52][CH2:51]1)(=[O:49])=[O:48])=[O:34])[C:25]1[CH:30]=[CH:29][CH:28]=[CH:27][CH:26]=1>Cl>[CH2:24]([O:31][NH:32][C:33]([C@H:35]1[CH2:40][N:39]([S:41]([N:44]([CH3:46])[CH3:45])(=[O:43])=[O:42])[CH2:38][CH2:37][N:36]1[S:47]([N:50]1[CH2:51][CH2:52][CH:53]([C:56]2[C:64]3[C:59](=[CH:60][CH:61]=[C:62]([C:65]#[N:66])[CH:63]=3)[NH:58][CH:57]=2)[CH2:54][CH2:55]1)(=[O:49])=[O:48])=[O:34])[C:25]1[CH:26]=[CH:27][CH:28]=[CH:29][CH:30]=1 |f:0.1|. Procedure details: A solution of tetrabutylammonium fluoride in tetrahydrofuran (1.54 ml, 1.54 mmol) was added to a solution of N-benzyloxy-1-{4-[5-cyano-1-(2-trimethylsilylethanesulfonyl)-indole-3-yl]piperidine-1-sulfonyl}4-(N,N-dimethylaminosulfonyl)piperazine-2-(R)-carboxamide (0.49 g, 0.62 mmol) and the reaction was placed in a 55° C. oil bath for 30 min. The reaction was diluted with 1 M HCl and concentrated in vacuo. The residue was extracted with ethyl acetate and the organic layer was washed with brine, dr... Reactants: O=C1Nc2ncccc2C1=Cc1ccc(C(=O)O)cc1, CO, O=S(=O)(O)O, c1ccccc1. The product is COC(=O)c1ccc(C=C2C(=O)Nc3ncccc32)cc1. RXN SMILES: [C:1](=[O:2])([OH:3])[c:4]1[cH:5][cH:6][c:7]([CH:8]=[C:9]2[C:10](=[O:18])[NH:11][c:12]3[n:13][cH:14][cH:15][cH:16][c:17]32)[cH:19][cH:20]1.[CH3:21][OH:22].[S:23](=[O:24])(=[O:25])([OH:26])[OH:27].[cH:28]1[cH:29][cH:30][cH:31][cH:32][cH:33]1>>[C:1](=[O:2])([O:3][CH3:21])[c:4]1[cH:5][cH:6][c:7]([CH:8]=[C:9]2[C:10](=[O:18])[NH:11][c:12]3[n:13][cH:14][cH:15][cH:16][c:17]32)[cH:19][cH:20]1.